From a dataset of the Open Reaction Database (ORD), a public repository of structured organic reaction records. describe an organic reaction: reactants, conditions, products, and yield Starting materials: CCN=C=NCCCN(C)C, CN(C)C=O, CN(C)c1ccncc1, ClCCl, Cl, COCCCN1CCOc2ccc(COC3CN(C(=O)OCc4ccccc4)CCC3c3ccc(OCCN)cc3)cc21, O=C(O)c1cccc(F)c1. The product is COCCCN1CCOc2ccc(COC3CN(C(=O)OCc4ccccc4)CCC3c3ccc(OCCNC(=O)c4cccc(F)c4)cc3)cc21. RXN SMILES: [CH3:55][N:56]([CH3:57])[CH2:58][CH2:59][CH2:60][N:61]=[C:62]=[N:63][CH2:64][CH3:65].[CH3:69][N:70]([CH3:71])[CH:72]=[O:73].[CH3:74][N:75]([CH3:76])[c:77]1[cH:78][cH:79][n:80][cH:81][cH:82]1.[Cl:66][CH2:67][Cl:68].[ClH:54].[NH2:1][CH2:2][CH2:3][O:4][c:5]1[cH:6][cH:7][c:8]([CH:11]2[CH:12]([O:27][CH2:28][c:29]3[cH:30][cH:31][c:32]4[c:33]([cH:43]3)[N:34]([CH2:38][CH2:39][CH2:40][O:41][CH3:42])[CH2:35][CH2:36][O:37]4)[CH2:13][N:14]([C:17](=[O:18])[O:19][CH2:20][c:21]3[cH:22][cH:23][cH:24][cH:25][cH:26]3)[CH2:15][CH2:16]2)[cH:9][cH:10]1.[OH:44][C:45](=[O:46])[c:47]1[cH:48][cH:49][cH:50][c:51]([F:52])[cH:53]1>>[NH:1]([CH2:2][CH2:3][O:4][c:5]1[cH:6][cH:7][c:8]([CH:11]2[CH:12]([O:27][CH2:28][c:29]3[cH:30][cH:31][c:32]4[c:33]([cH:43]3)[N:34]([CH2:38][CH2:39][CH2:40][O:41][CH3:42])[CH2:35][CH2:36][O:37]4)[CH2:13][N:14]([C:17](=[O:18])[O:19][CH2:20][c:21]3[cH:22][cH:23][cH:24][cH:25][cH:26]3)[CH2:15][CH2:16]2)[cH:9][cH:10]1)[C:45](=[O:44])[c:47]1[cH:48][cH:49][cH:50][c:51]([F:52])[cH:53]1. Reactants: CC1CNCC(C)C1, O=C(C=Cc1ccc(CCl)cc1)Nc1ccc(-c2ccc(Cl)cc2)cc1. Yields the product CC1CC(C)CN(Cc2ccc(C=CC(=O)Nc3ccc(-c4ccc(Cl)cc4)cc3)cc2)C1. Reaction SMILES: [CH3:27][CH:28]1[CH2:29][NH:30][CH2:31][CH:32]([CH3:34])[CH2:33]1.[Cl:1][c:2]1[cH:3][cH:4][c:5](-[c:8]2[cH:9][cH:10][c:11]([NH:14][C:15]([CH:16]=[CH:17][c:18]3[cH:19][cH:20][c:21]([CH2:24][Cl:25])[cH:22][cH:23]3)=[O:26])[cH:12][cH:13]2)[cH:6][cH:7]1>>[Cl:1][c:2]1[cH:3][cH:4][c:5](-[c:8]2[cH:9][cH:10][c:11]([NH:14][C:15]([CH:16]=[CH:17][c:18]3[cH:19][cH:20][c:21]([CH2:24][N:30]4[CH2:29][CH:28]([CH3:27])[CH2:33][CH:32]([CH3:34])[CH2:31]4)[cH:22][cH:23]3)=[O:26])[cH:12][cH:13]2)[cH:6][cH:7]1.